describe an organic reaction: reactants, conditions, products, and yield From a dataset of the Open Reaction Database (ORD), a public repository of structured organic reaction records. Reactants: [K+].[Br-] (KBr), ( M ), C12(CC3CC(CC(C1)C3)C2)C2=C(C=CC(=C2)OC)CCCO (3-[2-(1-Adamantyl)-4-methoxyphenyl]-propanol). Reagents/catalysts: [Ru](=O)(=O)(=O)[O-].C(CC)[N+](CCC)(CCC)CCC (tetrapropylammonium perruthenate). Product: C12(CC3CC(CC(C1)C3)C2)C2=C(C=CC(=C2)OC)CCC=O (3-[2-(1-Adamantyl)-4-methoxyphenyl]propionaldehyde). Isolated yield 67.0%. Reaction SMILES: [K+].[Br-].[C:3]12([C:13]3[CH:18]=[C:17]([O:19][CH3:20])[CH:16]=[CH:15][C:14]=3[CH2:21][CH2:22][CH2:23][OH:24])[CH2:12][CH:7]3[CH2:8][CH:9]([CH2:11][CH:5]([CH2:6]3)[CH2:4]1)[CH2:10]2>[Ru]([O-])(=O)(=O)=O.C([N+](CCC)(CCC)CCC)CC>[C:3]12([C:13]3[CH:18]=[C:17]([O:19][CH3:20])[CH:16]=[CH:15][C:14]=3[CH2:21][CH2:22][CH:23]=[O:24])[CH2:4][CH:5]3[CH2:11][CH:9]([CH2:8][CH:7]([CH2:6]3)[CH2:12]1)[CH2:10]2 |f:0.1,3.4|. Procedure details: For 3-[2-(1-Adamantyl)-4-methoxyphenyl]propionaldehyde (3n): Prepared by the following 5 step sequence. A solution of 2-(1-adamantyl)-1,4-hydroquinone (Miryan, N. I.; et al. Ukr. Khim. Zh. (Russ Ed.) 1990, 56, 183.) (1.88 g, 7.70 mmol) in acetone (100 mL) under a nitrogen atmosphere was treated with powdered potassium carbonate (1.06 g, 7.70 mmol) and dimethylsulfate (0.97 g, 7.70 mmol). After stirring for 48 h at reflux, the reaction mixture was cooled and concentrated in vacuo. The residue was...